Dataset: the Open Reaction Database (ORD), a public repository of structured organic reaction records. Task: describe an organic reaction: reactants, conditions, products, and yield Starting materials: O=C([O-])[O-], CN1CCCC1=O, Oc1ccc(Cl)nc1, CC(=O)N1CCC(c2nccnc2Cl)CC1, [Cs+], [Cs+]. Yields the product CC(=O)N1CCC(c2nccnc2Oc2ccc(Cl)nc2)CC1. As a reaction SMILES: [C:1](=[O:2])([O-:3])[O-:4].[CH3:31][N:32]1[CH2:33][CH2:34][CH2:35][C:36]1=[O:37].[Cl:23][c:24]1[cH:25][cH:26][c:27]([OH:30])[cH:28][n:29]1.[Cl:7][c:8]1[c:9]([CH:14]2[CH2:15][CH2:16][N:17]([C:20]([CH3:21])=[O:22])[CH2:18][CH2:19]2)[n:10][cH:11][cH:12][n:13]1.[Cs+:5].[Cs+:6]>>[c:8]1([O:30][c:27]2[cH:26][cH:25][c:24]([Cl:23])[n:29][cH:28]2)[c:9]([CH:14]2[CH2:15][CH2:16][N:17]([C:20]([CH3:21])=[O:22])[CH2:18][CH2:19]2)[n:10][cH:11][cH:12][n:13]1. Reactants: CC1CN(c2ncccc2C(F)(F)F)CCN1c1nc2cc(C(F)(F)F)cc(Br)c2[nH]1, CN(C)c1ccc(B(O)O)cc1. Product: CC1CN(c2ncccc2C(F)(F)F)CCN1c1nc2cc(C(F)(F)F)cc(-c3ccc(N(C)C)cc3)c2[nH]1. RXN SMILES: [Br:1][c:2]1[cH:3][c:4]([C:28]([F:29])([F:30])[F:31])[cH:5][c:6]2[c:7]1[nH:8][c:9]([N:11]1[CH:12]([CH3:27])[CH2:13][N:14]([c:17]3[n:18][cH:19][cH:20][cH:21][c:22]3[C:23]([F:24])([F:25])[F:26])[CH2:15][CH2:16]1)[n:10]2.[CH3:32][N:33]([c:34]1[cH:35][cH:36][c:37]([B:40]([OH:41])[OH:42])[cH:38][cH:39]1)[CH3:43]>>[c:2]1(-[c:37]2[cH:36][cH:35][c:34]([N:33]([CH3:32])[CH3:43])[cH:39][cH:38]2)[cH:3][c:4]([C:28]([F:29])([F:30])[F:31])[cH:5][c:6]2[c:7]1[nH:8][c:9]([N:11]1[CH:12]([CH3:27])[CH2:13][N:14]([c:17]3[n:18][cH:19][cH:20][cH:21][c:22]3[C:23]([F:24])([F:25])[F:26])[CH2:15][CH2:16]1)[n:10]2. Starting materials: C(C1=CC=CC=C1)ON1[C@@H]2CC[C@H](N(C1=O)C2)C(=O)O ((2S,5R)-6-(Benzyloxy)-7-oxo-1,6-diazabicyclo[3.2.1]octane-2-carboxylic acid), O1C=NC(=C1)C(=O)NN (oxazol-4-carbohydrazide). Yields the product C(C1=CC=CC=C1)ON1[C@@H]2CC[C@H](N(C1=O)C2)C(=O)NNC(=O)C=2N=COC2 ((2S,5R)-6-Benzyloxy-N′-(1,3-oxazol-4-ylcarbonyl)-7-oxo-1,6-diazabicyclo[3.2.1]octane-2-carbohydrazide). Yield: 61.7%. RXN SMILES: [CH2:1]([O:8][N:9]1[C:15](=[O:16])[N:14]2[CH2:17][C@H:10]1[CH2:11][CH2:12][C@H:13]2[C:18]([OH:20])=O)[C:2]1[CH:7]=[CH:6][CH:5]=[CH:4][CH:3]=1.[O:21]1[CH:25]=[C:24]([C:26]([NH:28][NH2:29])=[O:27])[N:23]=[CH:22]1>>[CH2:1]([O:8][N:9]1[C:15](=[O:16])[N:14]2[CH2:17][C@H:10]1[CH2:11][CH2:12][C@H:13]2[C:18]([NH:29][NH:28][C:26]([C:24]1[N:23]=[CH:22][O:21][CH:25]=1)=[O:27])=[O:20])[C:2]1[CH:3]=[CH:4][CH:5]=[CH:6][CH:7]=1. Reported procedure: Following a procedure analogous to Example 27, from the carboxylic acid (6b, 390 mg, 1.41 mmol) of Example 9 or 16 and oxazol-4-carbohydrazide (613 mg, prepared following a procedure analogous to Reference Example 2), 335.2 mg of the title compound was afforded (yield 61.7%). Reactants: CC(C)(C)OC(=O)N1CCC2(CC1)NC(Cc1ccccc1)C(=O)N2Cc1ccccc1, ClCCl, [Na+], O=C([O-])O, O=C(O)C(F)(F)F. Yields the product O=C1C(Cc2ccccc2)NC2(CCNCC2)N1Cc1ccccc1. Reaction SMILES: [CH2:8]([c:9]1[cH:10][cH:11][cH:12][cH:13][cH:14]1)[N:15]1[C:16](=[O:39])[CH:17]([CH2:32][c:33]2[cH:34][cH:35][cH:36][cH:37][cH:38]2)[NH:18][C:19]12[CH2:20][CH2:21][N:22]([C:25]([O:26][C:27]([CH3:28])([CH3:29])[CH3:30])=[O:31])[CH2:23][CH2:24]2.[Cl:45][CH2:46][Cl:47].[Na+:44].[O-:40][C:41]([OH:42])=[O:43].[OH:1][C:2]([C:3]([F:4])([F:5])[F:6])=[O:7]>>[CH2:8]([c:9]1[cH:10][cH:11][cH:12][cH:13][cH:14]1)[N:15]1[C:16](=[O:39])[CH:17]([CH2:32][c:33]2[cH:34][cH:35][cH:36][cH:37][cH:38]2)[NH:18][C:19]12[CH2:20][CH2:21][NH:22][CH2:23][CH2:24]2. Reactants: ClC1=C2N=CN(C2=NC=N1)CC1=C(C=CC=C1)F (6-chloro-9-(2-fluorobenzyl)-9H-purine), N1(C=CC=C1)N (1H-pyrrol-1-amine), C([O-])([O-])=O.[Na+].[Na+] (sodium carbonate). The solvent is O (water), C(C)(C)O (isopropanol). Yields the product FC1=C(CN2C3=NC=NC(=C3N=C2)NN2C=CC=C2)C=CC=C1 (9-(2-fluorobenzyl)-N-(1-H-pyrrol-1-yl)-9H-purin-6-amine). Isolated yield 91.2%. As a reaction SMILES: Cl[C:2]1[N:10]=[CH:9][N:8]=[C:7]2[C:3]=1[N:4]=[CH:5][N:6]2[CH2:11][C:12]1[CH:17]=[CH:16][CH:15]=[CH:14][C:13]=1[F:18].[N:19]1([NH2:24])[CH:23]=[CH:22][CH:21]=[CH:20]1.C(=O)([O-])[O-].[Na+].[Na+]>C(O)(C)C.O>[F:18][C:13]1[CH:14]=[CH:15][CH:16]=[CH:17][C:12]=1[CH2:11][N:6]1[CH:5]=[N:4][C:3]2[C:7]1=[N:8][CH:9]=[N:10][C:2]=2[NH:24][N:19]1[CH:23]=[CH:22][CH:21]=[CH:20]1 |f:2.3.4|. Reported procedure: A solution of 6-chloro-9-(2-fluorobenzyl)-9H-purine (4.2 g, 16 mmole) and 1H-pyrrol-1-amine (3 g, 36 mmole) in 25 ml isopropanol was stirred at reflux for thirty minutes then was cooled, diluted with water, basified with sodium carbonate and extracted with dichloromethane. The organic extract was washed with water and saturated sodium chloride, was dried (anhydrous MgSO4), filtered and evaporated to 6 g of a solid. The solid was purified by flash chromatography (silica, 15% ethyl acetate in dich... Starting materials: O (water), OCC1=CC(=CS1)C(=O)N(C)C (5-(hydroxymethyl)-N,N-dimethyl-3-thiophenecarboxamide), solution, [H-].[Al+3].[H-].[H-] (aluminium hydride). The solvent is O1CCCC1 (tetrahydrofuran), O1CCCC1 (tetrahydrofuran), Cl (hydrochloric acid). Conditions: time 2 hour. The product is CN(C)CC=1C=C(SC1)CO (4-(Dimethylaminomethyl)-2-thiophenemethanol). RXN SMILES: [OH:1][CH2:2][C:3]1[S:7][CH:6]=[C:5]([C:8]([N:10]([CH3:12])[CH3:11])=O)[CH:4]=1.[H-].[Al+3].[H-].[H-].O>O1CCCC1.Cl>[CH3:12][N:10]([CH2:8][C:5]1[CH:4]=[C:3]([CH2:2][OH:1])[S:7][CH:6]=1)[CH3:11] |f:1.2.3.4|. Reported procedure: A solution of 5-(hydroxymethyl)-N,N-dimethyl-3-thiophenecarboxamide (1.7 g) in dry tetrahydrofuran (150 ml) was treated with a 0.5 M solution of aluminium hydride in tetrahydrofuran (26 ml). After 2 h at room temperature, water (5 ml) was cautiously added and the mixture was filtered through diatomaceous earth. The filtrate was evaporated to leave an oily residue, which was dissolved in 2 M hydrochloric acid (20 ml). The aqueous solution was washed with diethyl ether, basified with 5 M sodium hy...